This data is from the Open Reaction Database (ORD), a public repository of structured organic reaction records. The task is: describe an organic reaction: reactants, conditions, products, and yield The reactants are [BH4-], COc1cc(OC)cc(Sc2ccccc2C(=O)O)c1, CCOCC, [Na+], C1CCOC1. The product is COc1cc(OC)cc(Sc2ccccc2CO)c1. As a reaction SMILES: [BH4-:21].[CH3:1][O:2][c:3]1[cH:4][c:5]([S:11][c:12]2[c:13]([C:14](=[O:15])[OH:16])[cH:17][cH:18][cH:19][cH:20]2)[cH:6][c:7]([O:9][CH3:10])[cH:8]1.[CH3:23][CH2:24][O:25][CH2:26][CH3:27].[Na+:22].[O:28]1[CH2:29][CH2:30][CH2:31][CH2:32]1>>[CH3:1][O:2][c:3]1[cH:4][c:5]([S:11][c:12]2[c:13]([CH2:14][OH:15])[cH:17][cH:18][cH:19][cH:20]2)[cH:6][c:7]([O:9][CH3:10])[cH:8]1. Reported procedure: To a solution of 55 mg of 1-(1-Ethyl-propyl)-2-(tetrahydro-furan-2-ylmethyl)-1H-benzoimidazole-5-carboxylic acid in 1 ml of dry DMF 26 mg of HOBT, 37 mg of EDC and 0.05 ml of DIPEA were added at 0° C. After 15 min 100 mg of L-leucine tert-butyl ester-hydrochloride and 0.05 ml of DIPEA were added and the reaction was stirred at rt for 16 h. The reaction was then poured into water and the pH was adjusted to 3 by the addition of 2 M aqueous hydrochloric acid. The reaction was extracted with ethyl a... Product: C(C)(C)(C)OC([C@H](CC(C)C)NC(=O)C1=CC2=C(N(C(=N2)CC2OCCC2)C(CC)CC)C=C1)=O ((S)-2-{[1-(1-Ethyl-propyl)-2-(tetrahydro-furan-2-ylmethyl)-1H-benzoimidazole-5-carbonyl]-amino}-4-methyl-pentanoic acid tert-butyl ester). Yield: 88.8%. Reactants: C(C)C(CC)N1C(=NC2=C1C=CC(=C2)C(=O)O)CC2OCCC2 (1-(1-Ethyl-propyl)-2-(tetrahydro-furan-2-ylmethyl)-1H-benzoimidazole-5-carboxylic acid), C=1C=CC2=C(C1)N=NN2O (HOBT), CCN(C(C)C)C(C)C (DIPEA), Cl.C(C)(C)(C)OC([C@@H](N)CC(C)C)=O (L-leucine tert-butyl ester-hydrochloride), CCN(C(C)C)C(C)C (DIPEA), Cl (hydrochloric acid). RXN SMILES: [CH2:1]([CH:3]([N:6]1[C:10]2[CH:11]=[CH:12][C:13]([C:15](O)=[O:16])=[CH:14][C:9]=2[N:8]=[C:7]1[CH2:18][CH:19]1[CH2:23][CH2:22][CH2:21][O:20]1)[CH2:4][CH3:5])[CH3:2].C1C=CC2N(O)N=NC=2C=1.CCN(C(C)C)C(C)C.Cl.[C:44]([O:48][C:49](=[O:56])[C@H:50]([CH2:52][CH:53]([CH3:55])[CH3:54])[NH2:51])([CH3:47])([CH3:46])[CH3:45].Cl>CN(C=O)C.O.C(Cl)CCl>[C:44]([O:48][C:49](=[O:56])[C@@H:50]([NH:51][C:15]([C:13]1[CH:12]=[CH:11][C:10]2[N:6]([CH:3]([CH2:1][CH3:2])[CH2:4][CH3:5])[C:7]([CH2:18][CH:19]3[CH2:23][CH2:22][CH2:21][O:20]3)=[N:8][C:9]=2[CH:14]=1)=[O:16])[CH2:52][CH:53]([CH3:54])[CH3:55])([CH3:46])([CH3:45])[CH3:47] |f:3.4|. Run at time 16 hour. The solvent is O (water), CN(C)C=O (DMF), C(CCl)Cl (EDC). Starting materials: COc1ccc(Cn2cc(Cc3ccc(C#N)c(F)c3)n3cccc3c2=O)c(OC)c1, Cc1ccccc1, ClCCl, O=C(O)C(F)(F)F. Yields the product N#Cc1ccc(Cc2c[nH]c(=O)c3cccn23)cc1F. RXN SMILES: [CH3:1][O:2][c:3]1[cH:4][c:5]([O:26][CH3:27])[cH:28][cH:29][c:30]1[CH2:31][n:6]1[c:7](=[O:25])[c:8]2[n:9]([c:10]([CH2:12][c:13]3[cH:14][c:15]([F:21])[c:16]([C:17]#[N:18])[cH:19][cH:20]3)[cH:11]1)[cH:22][cH:23][cH:24]2.[CH3:42][c:43]1[cH:44][cH:45][cH:46][cH:47][cH:48]1.[Cl:32][CH2:33][Cl:34].[F:35][C:36]([F:37])([F:38])[C:39]([OH:40])=[O:41]>>[nH:6]1[c:7](=[O:25])[c:8]2[n:9]([c:10]([CH2:12][c:13]3[cH:14][c:15]([F:21])[c:16]([C:17]#[N:18])[cH:19][cH:20]3)[cH:11]1)[cH:22][cH:23][cH:24]2. The reactants are Clc1nsc(Cl)c1Cl, ClC(Cl)(Cl)Cl, C=CCOS(=O)(=O)C(F)(F)F. Yields the product C=CC[n+]1sc(Cl)c(Cl)c1Cl, O=S(=O)([O-])C(F)(F)F. Reaction SMILES: [Cl:1][c:2]1[c:3]([Cl:8])[c:4]([Cl:7])[n:5][s:6]1.[Cl:20][C:21]([Cl:22])([Cl:23])[Cl:24].[F:9][C:10]([S:11](=[O:12])(=[O:13])[O:14][CH2:15][CH:16]=[CH2:17])([F:18])[F:19]>>[Cl:1][c:2]1[c:3]([Cl:8])[c:4]([Cl:7])[n+:5]([CH2:17][CH:16]=[CH2:15])[s:6]1.[F:9][C:10]([S:11](=[O:12])(=[O:13])[O-:14])([F:18])[F:19].